Dataset: the Open Reaction Database (ORD), a public repository of structured organic reaction records. Task: describe an organic reaction: reactants, conditions, products, and yield Reactants: O=C(O)C=CC(=O)O, CC(=O)O[BH-](OC(C)=O)OC(C)=O, CC(=O)O, NC(=O)c1ccc(Oc2ccc(C=O)cc2)nc1, ClCCCl, Clc1cccc(C2CCCNC2)c1, [Na+]. Product: NC(=O)c1ccc(Oc2ccc(CN3CCCC(c4cccc(Cl)c4)C3)cc2)nc1. RXN SMILES: [C:1]([OH:2])(=[O:3])[CH:4]=[CH:5][C:6]([OH:7])=[O:8].[C:40]([O:41][BH-:42]([O:43][C:44](=[O:45])[CH3:46])[O:47][C:48](=[O:49])[CH3:50])(=[O:51])[CH3:52].[CH3:54][C:55](=[O:56])[OH:57].[CH:22](=[O:23])[c:24]1[cH:25][cH:26][c:27]([O:28][c:29]2[n:30][cH:31][c:32]([C:33](=[O:34])[NH2:35])[cH:36][cH:37]2)[cH:38][cH:39]1.[Cl:58][CH2:59][CH2:60][Cl:61].[Cl:9][c:10]1[cH:11][c:12]([CH:16]2[CH2:17][NH:18][CH2:19][CH2:20][CH2:21]2)[cH:13][cH:14][cH:15]1.[Na+:53]>>[Cl:9][c:10]1[cH:11][c:12]([CH:16]2[CH2:17][N:18]([CH2:22][c:24]3[cH:25][cH:26][c:27]([O:28][c:29]4[n:30][cH:31][c:32]([C:33](=[O:34])[NH2:35])[cH:36][cH:37]4)[cH:38][cH:39]3)[CH2:19][CH2:20][CH2:21]2)[cH:13][cH:14][cH:15]1. Starting materials: CC1C(NC(=C(C1)C1=CC=C(C=C1)OC)C)=O (3,6-dimethyl-5-(4-methoxyphenyl)-3,4-dihydro-2-pyridone). The reagents and catalysts are [Pt](Cl)Cl (platinum chloride). Run in C(C)(=O)O (acetic acid). Run at time 8 hour. Yields the product CC1C(NC(C(C1)C1=CC=C(C=C1)OC)C)=O (3,6-dimethyl-5-(4-methoxyphenyl)-3,4,5,6-tetrahydro-2-pyridone), starting compound. Isolated yield 23.0%. Reaction SMILES: [CH3:1][CH:2]1[CH2:7][C:6]([C:8]2[CH:13]=[CH:12][C:11]([O:14][CH3:15])=[CH:10][CH:9]=2)=[C:5]([CH3:16])[NH:4][C:3]1=[O:17]>C(O)(=O)C.[Pt](Cl)Cl>[CH3:1][CH:2]1[CH2:7][CH:6]([C:8]2[CH:9]=[CH:10][C:11]([O:14][CH3:15])=[CH:12][CH:13]=2)[CH:5]([CH3:16])[NH:4][C:3]1=[O:17]. Procedure: 1 g of platinum chloride was added to a solution of 15 g (65 mmol) of 3,6-dimethyl-5-(4-methoxyphenyl)-3,4-dihydro-2-pyridone (Synthesis 305, 1985) in 75 ml of glacial acetic acid and the mixture was hydrogenated at room temperature and a pressure of 52 psi for 8 hours. The catalyst was then removed by filtration and the glacial acetic acid was evaporated under reduced pressure. The residue was dissolved in ethyl acetate and washed successively with ammonia (5%), water and a saline solution. The... Starting materials: C1(=CC=CC=C1)S(=O)C[C@H]1CC(N1)=O (4(R)-(benzenesulfinylmethyl)azetidin-2-one), C(C1=CC=CC=C1)N=C=O (benzylisocyanate). Yields the product C(C1=CC=CC=C1)NC(=O)N1[C@H](CC1=O)CS(=O)C1=CC=CC=C1 (2(R)-benzenesulfinylmethyl-4-oxoazetidine-1-carboxylic acid benzyl amide). RXN SMILES: [C:1]1([S:7]([CH2:9][C@@H:10]2[NH:13][C:12](=[O:14])[CH2:11]2)=[O:8])[CH:6]=[CH:5][CH:4]=[CH:3][CH:2]=1.[CH2:15]([N:22]=[C:23]=[O:24])[C:16]1[CH:21]=[CH:20][CH:19]=[CH:18][CH:17]=1>>[CH2:15]([NH:22][C:23]([N:13]1[C:12](=[O:14])[CH2:11][C@@H:10]1[CH2:9][S:7]([C:1]1[CH:2]=[CH:3][CH:4]=[CH:5][CH:6]=1)=[O:8])=[O:24])[C:16]1[CH:21]=[CH:20][CH:19]=[CH:18][CH:17]=1. Procedure: Following the same procedure as in example 4, step D, but using 4(R)-(benzenesulfinylmethyl)azetidin-2-one and benzylisocyanate as the starting material, gave 2(R)-benzenesulfinylmethyl-4-oxoazetidine-1-carboxylic acid benzyl amide. The reactants are O=S1(=O)CCCC1, C[O-], CO, Cl, [Na+], Oc1cccc(O)c1, Clc1nc(-c2ccccc2)nc(-c2ccccc2)n1, Cc1ccccc1C. Yields the product Oc1ccc(-c2nc(-c3ccccc3)nc(-c3ccccc3)n2)c(O)c1. RXN SMILES: [CH2:32]1[S:33](=[O:34])(=[O:35])[CH2:36][CH2:37][CH2:38]1.[CH3:29][O-:30].[CH3:39][OH:40].[ClH:20].[Na+:31].[OH:21][c:22]1[cH:23][cH:24][cH:25][c:26]([OH:27])[cH:28]1.[c:1]1(-[c:7]2[n:8][c:9]([Cl:19])[n:10][c:11](-[c:13]3[cH:14][cH:15][cH:16][cH:17][cH:18]3)[n:12]2)[cH:2][cH:3][cH:4][cH:5][cH:6]1.[c:41]1([CH3:42])[c:43]([CH3:44])[cH:45][cH:46][cH:47][cH:48]1>>[c:1]1(-[c:7]2[n:8][c:9](-[c:25]3[cH:24][cH:23][c:22]([OH:21])[cH:28][c:26]3[OH:27])[n:10][c:11](-[c:13]3[cH:14][cH:15][cH:16][cH:17][cH:18]3)[n:12]2)[cH:2][cH:3][cH:4][cH:5][cH:6]1. The reactants are O[C@@H]1C(OCC1)=O ((S)-3-hydroxydihydrofuran-2(3H)-one), N1C=NC=C1 (imidazole), [Si](C)(C)(C(C)(C)C)Cl (TBDMS-chloride). Solvent: CN(C)C=O (DMF), C(C)OCC (diethyl ether). Reaction conditions: time 3 hour. Yields the product [Si](C)(C)(C(C)(C)C)O[C@@H]1C(OCC1)=O ((S)-3-(tert-butyldimethylsilyloxy)dihydrofuran-2(3H)-one). Yield: 100.0%. As a reaction SMILES: [OH:1][C@H:2]1[CH2:6][CH2:5][O:4][C:3]1=[O:7].N1C=CN=C1.[Si:13](Cl)([C:16]([CH3:19])([CH3:18])[CH3:17])([CH3:15])[CH3:14]>CN(C=O)C.C(OCC)C>[Si:13]([O:1][C@H:2]1[CH2:6][CH2:5][O:4][C:3]1=[O:7])([C:16]([CH3:19])([CH3:18])[CH3:17])([CH3:15])[CH3:14]. Procedure: To a solution of (S)-3-hydroxydihydrofuran-2(3H)-one (91a, 5 g, 49 mmol) in anhydrous DMF (40 mL) was added imidazole (6.7 g, 98 mmol) and TBDMS-chloride (8.1 g, 54 mmol) and the reaction is stirred for 3 h. The reaction was diluted with diethyl ether and washed with 1N HCl×3. The organic phase was dried over anhydrous sodium sulfate and the solvent was removed in vacuo to yield (S)-3-(tert-butyldimethylsilyloxy)dihydrofuran-2(3H)-one (91b) as a clear oil (10.6 g, 49 mmol). 1H NMR (400 MHz, CHLO... The solvent is C(C)O (ethanol). Reported procedure: 2.9 g of 7-hydroxyisoquinoline are heated under reflux for 8 hours with 3.5 g of 4-chlorobenzyl chloride in 30 ml of ethanol. After standing overnight, 5.7 g of the isoquinolinium salt crystallize out (melting point: 273°-274°). This salt is dissolved in 200 ml of methanol/water 9:1 and, with cooling, 6 g of sodium borohydride are added. After evolution of hydrogen has ended, the mixture is heated under reflux for 15 minutes. It is then concentrated to 1/3 of its volume, and this is poured into ... Reaction conditions: time 8 hour. Starting materials: OC1=CC=C2C=CN=CC2=C1 (7-hydroxyisoquinoline), ClC1=CC=C(CCl)C=C1 (4-chlorobenzyl chloride). The yield is 65.8%. RXN SMILES: [OH:1][C:2]1[CH:11]=[C:10]2[C:5]([CH:6]=[CH:7][N:8]=[CH:9]2)=[CH:4][CH:3]=1.[Cl:12][C:13]1[CH:20]=[CH:19][C:16]([CH2:17]Cl)=[CH:15][CH:14]=1>C(O)C>[OH:1][C:2]1[CH:11]=[C:10]2[C:5]([CH2:6][CH2:7][N:8]([CH2:17][C:16]3[CH:19]=[CH:20][C:13]([Cl:12])=[CH:14][CH:15]=3)[CH2:9]2)=[CH:4][CH:3]=1. Yields the product OC1=CC=C2CCN(CC2=C1)CC1=CC=C(C=C1)Cl (7-Hydroxy-2-(4-chlorobenzyl)-1,2,3,4-tetrahydroisoquinoline). The reactants are [Cl-].[NH4+] (ammonium chloride), C(C1=CC=CC=C1)N(C1CC2=C(CCC1)C=CC(=C2)[N+](=O)[O-])C[C@@H](COC2=CC=CC=C2)O ((2S)-1-[N-benzyl-N-(3-nitro-6,7,8,9-tetrahydro-5H-benzocyclohepten-6-yl)amino]-3-phenoxy-2-propanol). Reagents/catalysts: [Fe] (iron). Run in C(C)O (ethanol), C(C)O (ethanol), O (water). Product: NC1=CC2=C(CCCC(C2)N(CC2=CC=CC=C2)C[C@@H](COC2=CC=CC=C2)O)C=C1 ((2S)-1-[N-(3-amino-6,7,8,9-tetrahydro-5H-benzocyclohepten-6-yl)-N-benzylamino]-3-phenoxy-2-propanol). The yield is 82.8%. Reaction SMILES: [Cl-].[NH4+].[CH2:3]([N:10]([CH2:25][C@H:26]([OH:35])[CH2:27][O:28][C:29]1[CH:34]=[CH:33][CH:32]=[CH:31][CH:30]=1)[CH:11]1[CH2:17][CH2:16][CH2:15][C:14]2[CH:18]=[CH:19][C:20]([N+:22]([O-])=O)=[CH:21][C:13]=2[CH2:12]1)[C:4]1[CH:9]=[CH:8][CH:7]=[CH:6][CH:5]=1>C(O)C.O.[Fe]>[NH2:22][C:20]1[CH:19]=[CH:18][C:14]2[CH2:15][CH2:16][CH2:17][CH:11]([N:10]([CH2:25][C@H:26]([OH:35])[CH2:27][O:28][C:29]3[CH:34]=[CH:33][CH:32]=[CH:31][CH:30]=3)[CH2:3][C:4]3[CH:9]=[CH:8][CH:7]=[CH:6][CH:5]=3)[CH2:12][C:13]=2[CH:21]=1 |f:0.1|. Reported procedure: A suspension of powdered iron (160 mg) and ammonium chloride (15 mg) in a mixture of ethanol (6 ml) and water (2 ml) was refluxed, and to this one was dropwise added (2S)-1-[N-benzyl-N-(3-nitro-6,7,8,9-tetrahydro-5H-benzocyclohepten-6-yl)amino]-3-phenoxy-2-propanol (158 mg) in ethanol (3 ml). After being further refluxed for 1 hour, insoluble materials were filtered off. The filtrate was evaporated in vacuo. The residue was dissolved into a mixture of saturated aqueous sodium hydrogencarbonate a...